From a dataset of the Open Reaction Database (ORD), a public repository of structured organic reaction records. describe an organic reaction: reactants, conditions, products, and yield The reactants are Fe(salen), I(=O)C1=CC=CC=C1 (iodosobenzene), FC(C=1C=C(C=C(C1)C(F)(F)F)C1(CN(CC1)C1=CC=C(C=C1)[C@H](C)NC(=O)C1CC1)C(F)(F)F)(F)F (N-[(1S)-1-(4-{3-[3,5-bis(trifluoromethyl)phenyl]-3-(trifluoromethyl)pyrrolidin-1-yl)phenyl)-ethyl]cyclopropanecarboxamide). Solvent: ClCCl (dichloromethane). Reaction conditions: time 20 hour. The product is FC(C=1C=C(C=C(C1)C(F)(F)F)C1(C(N(CC1)C1=CC=C(C=C1)[C@H](C)NC(=O)C1CC1)O)C(F)(F)F)(F)F (N-[(1S)-1-(4-{3-[3,5-bis(trifluoromethyl)-phenyl]-2-hydroxy-3-(trifluoromethyl)pyrrolidin-1-yl}phenyl)ethyl]cyclopropane-carboxamide). Isolated yield 11.7%. RXN SMILES: [F:1][C:2]([F:37])([F:36])[C:3]1[CH:4]=[C:5]([C:13]2([C:32]([F:35])([F:34])[F:33])[CH2:17][CH2:16][N:15]([C:18]3[CH:23]=[CH:22][C:21]([C@@H:24]([NH:26][C:27]([CH:29]4[CH2:31][CH2:30]4)=[O:28])[CH3:25])=[CH:20][CH:19]=3)[CH2:14]2)[CH:6]=[C:7]([C:9]([F:12])([F:11])[F:10])[CH:8]=1.I(C1C=CC=CC=1)=[O:39]>ClCCl>[F:11][C:9]([F:10])([F:12])[C:7]1[CH:6]=[C:5]([C:13]2([C:32]([F:35])([F:34])[F:33])[CH2:17][CH2:16][N:15]([C:18]3[CH:19]=[CH:20][C:21]([C@@H:24]([NH:26][C:27]([CH:29]4[CH2:31][CH2:30]4)=[O:28])[CH3:25])=[CH:22][CH:23]=3)[CH:14]2[OH:39])[CH:4]=[C:3]([C:2]([F:36])([F:1])[F:37])[CH:8]=1. Procedure: N-[(1S)-1-(4-{3-[3,5-bis(trifluoromethyl)phenyl]-3-(trifluoromethyl)pyrrolidin-1-yl)phenyl)-ethyl]cyclopropanecarboxamide (cf. Japanese Patent Application No. 2009-296889) (200 mg) was dissolved in dichloromethane (10 mL), and to the reaction solution was added Fe(salen) (12 mg) and iodosobenzene (98 mg). The resulting mixture was stirred at room temperature for 20 hours. Under reduced pressure, the solvent was distilled off and the residues were purified by silica gel column chromatography to o...